Dataset: the Open Reaction Database (ORD), a public repository of structured organic reaction records. Task: describe an organic reaction: reactants, conditions, products, and yield Starting materials: IC (iodomethane), [H-].[Na+] (sodium hydride), [H][H] (hydrogen), NC1=CC(=C(C(=O)NCCN(CC)CC)C=C1Cl)OCC(C)=O (4-amino-5-chloro-N-[2-(diethylamino)ethyl]-2-(2-propanon-1-yl)oxybenzamide). Run in CN(C)C=O (DMF). Conditions: time 1 hour. Yields the product NC1=CC(=C(C(=O)NCCN(CC)CC)C=C1Cl)OC(C(C)=O)C (4-Amino-2-(butan-2-on-3-yl)oxy-5-chloro-N-[2-(diethylamino)ethyl]benzamide). Reaction SMILES: [H-].[Na+].[NH2:3][C:4]1[C:19]([Cl:20])=[CH:18][C:7]([C:8]([NH:10][CH2:11][CH2:12][N:13]([CH2:16][CH3:17])[CH2:14][CH3:15])=[O:9])=[C:6]([O:21][CH2:22][C:23](=[O:25])[CH3:24])[CH:5]=1.[H][H].I[CH3:29]>CN(C=O)C>[NH2:3][C:4]1[C:19]([Cl:20])=[CH:18][C:7]([C:8]([NH:10][CH2:11][CH2:12][N:13]([CH2:16][CH3:17])[CH2:14][CH3:15])=[O:9])=[C:6]([O:21][CH:22]([CH3:29])[C:23](=[O:25])[CH3:24])[CH:5]=1 |f:0.1|. Reported procedure: To a stirred suspension of sodium hydride (40 mg of 60%, 1 mmole, washed with n-pentane) in DMF (2 ml) was added 4-amino-5-chloro-N-[2-(diethylamino)ethyl]-2-(2-propanon-1-yl)oxybenzamide, prepared in Example 5, (0.349 g, 1 mmole) under nitrogen. The mixture was stirred until evolution of hydrogen subsided, when iodomethane (0.07 ml, 160 mg, 1.0 mmol) was added and stirring continued for 1 hour. The mixture was partitioned between water and methylene chloride, and the organic phase washed with w...